From a dataset of the Open Reaction Database (ORD), a public repository of structured organic reaction records. describe an organic reaction: reactants, conditions, products, and yield Starting materials: CCBr, O=C([O-])[O-], CC(C)c1nc(COCc2ccccc2)[nH]c1Sc1cc(F)cc(F)c1, CN(C)C=O, [K+], [K+]. Yields the product CCn1c(COCc2ccccc2)nc(C(C)C)c1Sc1cc(F)cc(F)c1. RXN SMILES: [Br:33][CH2:34][CH3:35].[C:27](=[O:28])([O-:29])[O-:30].[CH2:1]([c:2]1[cH:3][cH:4][cH:5][cH:6][cH:7]1)[O:8][CH2:9][c:10]1[nH:11][c:12]([S:18][c:19]2[cH:20][c:21]([F:26])[cH:22][c:23]([F:25])[cH:24]2)[c:13]([CH:15]([CH3:16])[CH3:17])[n:14]1.[CH3:36][N:37]([CH3:38])[CH:39]=[O:40].[K+:31].[K+:32]>>[CH2:1]([c:2]1[cH:3][cH:4][cH:5][cH:6][cH:7]1)[O:8][CH2:9][c:10]1[n:11]([CH2:34][CH3:35])[c:12]([S:18][c:19]2[cH:20][c:21]([F:26])[cH:22][c:23]([F:25])[cH:24]2)[c:13]([CH:15]([CH3:16])[CH3:17])[n:14]1.